The task is: describe an organic reaction: reactants, conditions, products, and yield. This data is from the Open Reaction Database (ORD), a public repository of structured organic reaction records. Reactants: C(=O)(Cl)Cl (phosgene), C(C1=CC=CC=C1)N1CC(CC1)OC1=CC=CC=C1 (1-benzyl-3-phenoxypyrrolidine). The solvent is C(Cl)Cl (methylene chloride), C(Cl)Cl (methylene chloride). Procedure details: To a solution of 9.5 g (0.097 mole) of phosgene in 200 ml of methylene chloride under nitrogen gas was added dropwise with stirring, 30.2 g (0.88 mole) of 1-benzyl-3-phenoxypyrrolidine in 100 ml of methylene chloride over a 45 minute period. The reaction mixture was stirred additionally for 20 minutes. The reaction mixture was concentrated in vacuo to give 31.9 g of oil. The oil was triturated with boiling 30/60 petroleum ether and the mixture was cooled. The ether layer was decanted off and the... As a reaction SMILES: [C:1]([Cl:4])(Cl)=[O:2].C([N:12]1[CH2:16][CH2:15][CH:14]([O:17][C:18]2[CH:23]=[CH:22][CH:21]=[CH:20][CH:19]=2)[CH2:13]1)C1C=CC=CC=1>C(Cl)Cl>[O:17]([CH:14]1[CH2:15][CH2:16][N:12]([C:1]([Cl:4])=[O:2])[CH2:13]1)[C:18]1[CH:19]=[CH:20][CH:21]=[CH:22][CH:23]=1. Yields the product O(C1=CC=CC=C1)C1CN(CC1)C(=O)Cl (3-Phenoxy-1-pyrrolidinecarbonyl Chloride). Isolated yield 145.7%. Yield: 23.0%. As a reaction SMILES: [CH3:1][C:2]1[O:6][N:5]=[C:4]([C:7]2[CH:12]=[CH:11][CH:10]=[CH:9][CH:8]=2)[C:3]=1[C:13]([NH:15][NH2:16])=[O:14].[N:17]1[C:26]2[C:21](=[CH:22][CH:23]=[CH:24][CH:25]=2)[C:20]([C:27](O)=O)=[CH:19][CH:18]=1>>[CH3:1][C:2]1[O:6][N:5]=[C:4]([C:7]2[CH:12]=[CH:11][CH:10]=[CH:9][CH:8]=2)[C:3]=1[C:13]1[O:14][C:27]([C:20]2[C:21]3[C:26](=[CH:25][CH:24]=[CH:23][CH:22]=3)[N:17]=[CH:18][CH:19]=2)=[N:16][N:15]=1. Reactants: CC1=C(C(=NO1)C1=CC=CC=C1)C(=O)NN (5-methyl-3-phenyl-isoxazole-4-carboxylic acid hydrazide), N1=CC=C(C2=CC=CC=C12)C(=O)O (quinoline-4-carboxylic acid). Reported procedure: As described for example 2, 5-methyl-3-phenyl-isoxazole-4-carboxylic acid hydrazide (200 mg, 0.92 mmol) was converted using quinoline-4-carboxylic acid instead of o-toluic acid to the title compound (SiO2, heptane:ethyl acetate:dichloromethane=50:30:20 to 20:60:20, 75 mg, 23%) which was obtained as a white solid. MS: m/e=355.2 [M+H]+. The product is CC1=C(C(=NO1)C1=CC=CC=C1)C1=NN=C(O1)C1=CC=NC2=CC=CC=C12 (4-[5-(5-Methyl-3-phenyl-isoxazol-4-yl)-[1,3,4]oxadiazol-2-yl]-quinoline). Reactants: [Al+3], [Br-], [Br-], [Br-], COc1ccc2cc(-c3ccc(OCCN4CCCC4)cc3)sc2c1, O=C(O)c1ccc(OC2CCCCC2N2CCCCC2)cc1, CN(C)C=O, O=S(Cl)Cl. The product is COc1ccc2c(C(=O)c3ccc(OC4CCCCC4N4CCCCC4)cc3)c(-c3ccc(OCCN4CCCC4)cc3)sc2c1. Reaction SMILES: [Al+3:49].[Br-:48].[Br-:50].[Br-:51].[CH3:23][O:24][c:25]1[cH:26][cH:27][c:28]2[c:29]([s:30][c:31](-[c:33]3[cH:34][cH:35][c:36]([O:39][CH2:40][CH2:41][N:42]4[CH2:43][CH2:44][CH2:45][CH2:46]4)[cH:37][cH:38]3)[cH:32]2)[cH:47]1.[N:1]1([CH:7]2[CH:8]([O:13][c:14]3[cH:15][cH:16][c:17]([C:18](=[O:19])[OH:20])[cH:21][cH:22]3)[CH2:9][CH2:10][CH2:11][CH2:12]2)[CH2:2][CH2:3][CH2:4][CH2:5][CH2:6]1.[O:56]=[CH:57][N:58]([CH3:59])[CH3:60].[S:52]([Cl:53])([Cl:54])=[O:55]>>[N:1]1([CH:7]2[CH:8]([O:13][c:14]3[cH:15][cH:16][c:17]([C:18](=[O:19])[c:32]4[c:28]5[cH:27][cH:26][c:25]([O:24][CH3:23])[cH:47][c:29]5[s:30][c:31]4-[c:33]4[cH:34][cH:35][c:36]([O:39][CH2:40][CH2:41][N:42]5[CH2:43][CH2:44][CH2:45][CH2:46]5)[cH:37][cH:38]4)[cH:21][cH:22]3)[CH2:9][CH2:10][CH2:11][CH2:12]2)[CH2:2][CH2:3][CH2:4][CH2:5][CH2:6]1. Solvent: N1=CC=CC=C1 (pyridine). Yield: 45.9%. The reactants are FC1=C(C=CC=C1)S(=O)(=O)Cl (2-Fluoro-benzenesulfonyl chloride), NC=1C2=C(N=CN1)N(C=C2C(=O)C2=CC(=NC(=C2)OC)N)C(C)C ((4-Amino-7-isopropyl-7H-pyrrolo[2,3-d]pyrimidin-5-yl)-(2-amino-6-methoxy-pyridin-4-yl)-methanone). The product is NC=1C2=C(N=CN1)N(C=C2C(=O)C2=CC(=NC(=C2)OC)NS(=O)(=O)C2=C(C=CC=C2)F)C(C)C (N-[4-(4-Amino-7-isopropyl-7H-pyrrolo[2,3-d]pyrimidine-5-carbonyl)-6-methoxy-pyridin-2-yl]-2-fluoro-benzenesulfonamide). Conditions: time 2 hour. Reaction SMILES: [F:1][C:2]1[CH:7]=[CH:6][CH:5]=[CH:4][C:3]=1[S:8](Cl)(=[O:10])=[O:9].[NH2:12][C:13]1[C:14]2[C:21]([C:22]([C:24]3[CH:29]=[C:28]([O:30][CH3:31])[N:27]=[C:26]([NH2:32])[CH:25]=3)=[O:23])=[CH:20][N:19]([CH:33]([CH3:35])[CH3:34])[C:15]=2[N:16]=[CH:17][N:18]=1>N1C=CC=CC=1>[NH2:12][C:13]1[C:14]2[C:21]([C:22]([C:24]3[CH:29]=[C:28]([O:30][CH3:31])[N:27]=[C:26]([NH:32][S:8]([C:3]4[CH:4]=[CH:5][CH:6]=[CH:7][C:2]=4[F:1])(=[O:10])=[O:9])[CH:25]=3)=[O:23])=[CH:20][N:19]([CH:33]([CH3:35])[CH3:34])[C:15]=2[N:16]=[CH:17][N:18]=1. Procedure: 2-Fluoro-benzenesulfonyl chloride (0.05 mL, 0.37 mmol) was added to a solution of (4-Amino-7-isopropyl-7H-pyrrolo[2,3-d]pyrimidin-5-yl)-(2-amino-6-methoxy-pyridin-4-yl)-methanone (100 mg, 0.31 mmol) in pyridine (2 mL) and stirred for 2 h at room temperature. The reaction mixture was quenched with H2O (100 mL) and extracted with hot EtOAC/MeOH (95:5 3×100 mL). The combined organic extracts were cooled to room temperature and the solid was filtered and dried to provide the title compound as a whit...